Dataset: the Open Reaction Database (ORD), a public repository of structured organic reaction records. Task: describe an organic reaction: reactants, conditions, products, and yield Procedure details: 6-(Chloromethyl)-N-[6-{6-chloro-5-[(methylsulfonyl)amino]-3-pyridinyl}-1-(phenylsulfonyl)-1H-indazol-4-yl]-2-pyridinecarboxamide (50 mg, 0.079 mmol) and 2-methyl-1-(1-methylethyl)piperazine (0.5 ml, 0.047 mmol) were placed in a vial and heated in a microwave at 90° C. for 15 min. The amine was blown off under a stream of nitrogen to give an orange gum which was suspended in IPA (2 ml) and 2M NaOH (1 ml) was added. The mixture was stirred at room temperature for 2 hours then neutralised with 2M H... Reaction SMILES: Cl[CH2:2][C:3]1[N:8]=[C:7]([C:9]([NH:11][C:12]2[CH:20]=[C:19]([C:21]3[CH:22]=[N:23][C:24]([Cl:32])=[C:25]([NH:27][S:28]([CH3:31])(=[O:30])=[O:29])[CH:26]=3)[CH:18]=[C:17]3[C:13]=2[CH:14]=[N:15][N:16]3S(C2C=CC=CC=2)(=O)=O)=[O:10])[CH:6]=[CH:5][CH:4]=1.[CH3:42][CH:43]1[CH2:48][NH:47][CH2:46][CH2:45][N:44]1[CH:49]([CH3:51])[CH3:50].[OH-:52].[Na+].Cl>CC(O)C.CS(C)=O>[CH:9]([OH:10])=[O:52].[Cl:32][C:24]1[N:23]=[CH:22][C:21]([C:19]2[CH:18]=[C:17]3[C:13]([CH:14]=[N:15][NH:16]3)=[C:12]([NH:11][C:9]([C:7]3[CH:6]=[CH:5][CH:4]=[C:3]([CH2:2][N:47]4[CH2:46][CH2:45][N:44]([CH:49]([CH3:51])[CH3:50])[CH:43]([CH3:42])[CH2:48]4)[N:8]=3)=[O:10])[CH:20]=2)=[CH:26][C:25]=1[NH:27][S:28]([CH3:31])(=[O:29])=[O:30] |f:2.3,7.8|. Reaction conditions: temperature 90 celsius, time 2 hour. Starting materials: Cl (HCl), ClCC1=CC=CC(=N1)C(=O)NC1=C2C=NN(C2=CC(=C1)C=1C=NC(=C(C1)NS(=O)(=O)C)Cl)S(=O)(=O)C1=CC=CC=C1 (6-(Chloromethyl)-N-[6-{6-chloro-5-[(methylsulfonyl)amino]-3-pyridinyl}-1-(phenylsulfonyl)-1H-indazol-4-yl]-2-pyridinecarboxamide), [OH-].[Na+] (NaOH), CC1N(CCNC1)C(C)C (2-methyl-1-(1-methylethyl)piperazine), amine. Run in CS(=O)C (DMSO), CC(C)O (IPA). Yields the product C(=O)O.ClC1=C(C=C(C=N1)C1=CC(=C2C=NNC2=C1)NC(=O)C1=NC(=CC=C1)CN1CC(N(CC1)C(C)C)C)NS(=O)(=O)C (Formic acid N-(6-{6-chloro-5-[(methylsulfonyl)amino]-3-pyridinyl}-1H-indazol-4-yl)-6-{[3-methyl-4-(1-methylethyl)-1-piperazinyl]methyl}-2-pyridinecarboxamide). Reactants: CS(=O)(=O)N1N=C(C=C1C)NC=1N=C(C2=CC=C(C=C2C1)OC)COS(=O)(=O)C (methanesulfonic acid 3-(1-methanesulfonyl-5-methyl-1H-pyrazol-3-ylamino)-6-methoxy-isoquinolin-1-ylmethyl ester), N1CCCCC1 (piperidine), C(=O)([O-])[O-].[K+].[K+] (K2CO3). Run in C1CCOC1.CCO (THF EtOH). Reaction conditions: temperature 120 celsius. The product is COC=1C=C2C=C(N=C(C2=CC1)CN1CCCCC1)NC1=NNC(=C1)C ((6-Methoxy-1-piperidin-1-ylmethyl-isoquinolin-3-yl)-(5-methyl-1H-pyrazol-3-yl)-amine). The yield is 12.5%. As a reaction SMILES: CS([N:5]1[C:9]([CH3:10])=[CH:8][C:7]([NH:11][C:12]2[N:13]=[C:14]([CH2:24]OS(C)(=O)=O)[C:15]3[C:20]([CH:21]=2)=[CH:19][C:18]([O:22][CH3:23])=[CH:17][CH:16]=3)=[N:6]1)(=O)=O.[NH:30]1[CH2:35][CH2:34][CH2:33][CH2:32][CH2:31]1.C([O-])([O-])=O.[K+].[K+]>C1COCC1.CCO>[CH3:23][O:22][C:18]1[CH:19]=[C:20]2[C:15](=[CH:16][CH:17]=1)[C:14]([CH2:24][N:30]1[CH2:35][CH2:34][CH2:33][CH2:32][CH2:31]1)=[N:13][C:12]([NH:11][C:7]1[CH:8]=[C:9]([CH3:10])[NH:5][N:6]=1)=[CH:21]2 |f:2.3.4,5.6|. Procedure: A 2.0˜5.0 mL process vial was charged with 50 mg methanesulfonic acid 3-(1-methanesulfonyl-5-methyl-1H-pyrazol-3-ylamino)-6-methoxy-isoquinolin-1-ylmethyl ester, 50 mg piperidine, 75 mg K2CO3 in 3 mL THF/EtOH(1:1). The vial was heated at 120° C. for 30 min under microwave irradiation. After cooling, the reaction mixture was filtered through a short silica gel column, and the solvent was removed under reduced pressure. The residue in MeOH was sent to prep-HPLC to get 5 mg of (6-Methoxy-1-piperidi... Reactants: C1(=CC=CC=C1)P(C1=CC=CC=C1)C1=CC=CC=C1 (triphenylphosphine), N(=NC(=O)OCC)C(=O)OCC (diethyl azodicarboxylate), oxalate salt, C(C(=O)O)(=O)O (oxalic acid), C1(=CC=CC=C1)P(C1=CC=CC=C1)C1=CC=CC=C1 (triphenylphosphine), N(=NC(=O)OCC)C(=O)OCC (diethyl azodicarboxylate), C(C)(=O)N1CCN(CC1)C1=CC=C(C=C1)O (1-acetyl-4-(4-hydroxyphenyl)piperazine), ClC1=C(C=CC(=C1)Cl)C(CN1C=NC=C1)(CCCCCCO)O (2-(2,4-dichlorophenyl)-1-(imidazol-1-yl)octan-2,8-diol). The solvent is C(C)OCC (diethyl ether), O1CCCC1 (tetrahydrofuran), C(Cl)Cl (methylene chloride), C(C)(=O)OCC (ethyl acetate). Conditions: time 20 hour. Yields the product ClC1=C(C=CC(=C1)Cl)C(CN1C=NC=C1)(CCCCCCOC1=CC=C(C=C1)N1CCNCC1)O (2-(2,4-dichlorophenyl)-1-(imidazol-1-yl)-8-(4-piperazin-1-ylphenoxy)octan-2-ol), dioxalate. As a reaction SMILES: [Cl:1][C:2]1[CH:7]=[C:6]([Cl:8])[CH:5]=[CH:4][C:3]=1[C:9]([OH:23])([CH2:16][CH2:17][CH2:18][CH2:19][CH2:20][CH2:21][OH:22])[CH2:10][N:11]1[CH:15]=[CH:14][N:13]=[CH:12]1.C([N:27]1[CH2:32][CH2:31][N:30]([C:33]2[CH:38]=[CH:37][C:36](O)=[CH:35][CH:34]=2)[CH2:29][CH2:28]1)(=O)C.C1(P(C2C=CC=CC=2)C2C=CC=CC=2)C=CC=CC=1.N(C(OCC)=O)=NC(OCC)=O.C(O)(=O)C(O)=O>O1CCCC1.C(OCC)(=O)C.C(OCC)C.C(Cl)Cl>[Cl:1][C:2]1[CH:7]=[C:6]([Cl:8])[CH:5]=[CH:4][C:3]=1[C:9]([OH:23])([CH2:16][CH2:17][CH2:18][CH2:19][CH2:20][CH2:21][O:22][C:36]1[CH:35]=[CH:34][C:33]([N:30]2[CH2:29][CH2:28][NH:27][CH2:32][CH2:31]2)=[CH:38][CH:37]=1)[CH2:10][N:11]1[CH:15]=[CH:14][N:13]=[CH:12]1. Reported procedure: To a stirred solution consisting of 2-(2,4-dichlorophenyl)-1-(imidazol-1-yl)octan-2,8-diol (3.5 g.), the product of Preparation B, and 1-acetyl-4-(4-hydroxyphenyl)piperazine (2.16 g.) dissolved in dry tetrahydrofuran (70 ml.), there was added triphenylphosphine (2.56 g.) and diethyl azodicarboxylate (1.71 g.) while under a dry nitrogen atmosphere. The reaction mixture was then stirred at room temperature (~20° C.) for a period of 20 hours. At the end of this time, further triphenylphosphine (1.2... Reactants: ClC1=C(CN(CCCOC2=CC=C(C=O)C=C2)CC(C2=CC=CC=C2)C2=CC=CC=C2)C=CC=C1C(F)(F)F (4-{3-[(2-Chloro-3-trifluoromethyl-benzyl)-diphenylethyl-amino]-propoxy}-benzaldehyde), CN (CH3NH2), [BH-](OC(=O)C)(OC(=O)C)OC(=O)C.[Na+] (NaBH(OAc)3). Run in ClCCl (dichloromethane), CC(=O)O (AcOH). Conditions: time 8 hour. Product: ClC1=C(CN(CCCOC2=CC=C(CNC)C=C2)CC(C2=CC=CC=C2)C2=CC=CC=C2)C=CC=C1C(F)(F)F ((4-{3-[(2-Chloro-3-trifluoromethyl-benzyl)-diphenylethyl-amino]-propoxy}-benzyl)-methyl-amine). Isolated yield 16.9%. RXN SMILES: [Cl:1][C:2]1[C:35]([C:36]([F:39])([F:38])[F:37])=[CH:34][CH:33]=[CH:32][C:3]=1[CH2:4][N:5]([CH2:18][CH:19]([C:26]1[CH:31]=[CH:30][CH:29]=[CH:28][CH:27]=1)[C:20]1[CH:25]=[CH:24][CH:23]=[CH:22][CH:21]=1)[CH2:6][CH2:7][CH2:8][O:9][C:10]1[CH:17]=[CH:16][C:13]([CH:14]=O)=[CH:12][CH:11]=1.[CH3:40][NH2:41].[BH-](OC(C)=O)(OC(C)=O)OC(C)=O.[Na+]>ClCCl.CC(O)=O>[Cl:1][C:2]1[C:35]([C:36]([F:39])([F:38])[F:37])=[CH:34][CH:33]=[CH:32][C:3]=1[CH2:4][N:5]([CH2:18][CH:19]([C:26]1[CH:31]=[CH:30][CH:29]=[CH:28][CH:27]=1)[C:20]1[CH:25]=[CH:24][CH:23]=[CH:22][CH:21]=1)[CH2:6][CH2:7][CH2:8][O:9][C:10]1[CH:17]=[CH:16][C:13]([CH2:14][NH:41][CH3:40])=[CH:12][CH:11]=1 |f:2.3|. Procedure: A solution of 4-{3-[(2-Chloro-3-trifluoromethyl-benzyl)-diphenylethyl-amino]-propoxy}-benzaldehyde, (0.0443 g, 0.080 mmol) in dichloromethane (1 ml) and AcOH (00.1 mL), was treated with CH3NH2 (40% solution in H2O, 0.073 mmol) at ambient temperature. To the mixture was added NaBH(OAc)3 (0.017 g, 0.080 mmol), and the reaction was stirred overnight. The reaction mixture was then concentrated, in vacuo, to an oil, which was then dissolved in DMSO and purified via reverse-phase HPLC to afford the ti...